This data is from the Open Reaction Database (ORD), a public repository of structured organic reaction records. The task is: describe an organic reaction: reactants, conditions, products, and yield Reactants: CCOC(C)=O, Cl, [Na], O, CC(=O)CCc1ccccc1. The product is CC(=O)CC(=O)CCc1ccccc1. Reaction SMILES: [CH3:13][CH2:14][O:15][C:16](=[O:17])[CH3:18].[ClH:19].[Na:1].[OH2:20].[c:2]1([CH2:8][CH2:9][C:10]([CH3:11])=[O:12])[cH:3][cH:4][cH:5][cH:6][cH:7]1>>[c:2]1([CH2:8][CH2:9][C:10]([CH2:11][C:14]([CH3:13])=[O:15])=[O:12])[cH:3][cH:4][cH:5][cH:6][cH:7]1. The reactants are BrC1=CC=C(C=C1)C1=CC=C(C=C1)O (4-(4-bromophenyl)-phenol), C(=O)([O-])[O-].[K+].[K+] (K2CO3), CC(=O)C (acetone). Solvent: O (water). Conditions: time 8 hour. The product is BrC1=CC=C(C=C1)C1=CC=C(C=C1)OCC (ethyl 4-(4-bromophenyl) phenyl ether). Isolated yield 91.0%. As a reaction SMILES: [Br:1][C:2]1[CH:7]=[CH:6][C:5]([C:8]2[CH:13]=[CH:12][C:11]([OH:14])=[CH:10][CH:9]=2)=[CH:4][CH:3]=1.C([O-])([O-])=O.[K+].[K+].[CH3:21][C:22](C)=O>O>[Br:1][C:2]1[CH:3]=[CH:4][C:5]([C:8]2[CH:13]=[CH:12][C:11]([O:14][CH2:21][CH3:22])=[CH:10][CH:9]=2)=[CH:6][CH:7]=1 |f:1.2.3|. Procedure details: To a solution of 4-(4-bromophenyl)-phenol (4.06 g, 16.3 mmol) in acetone (30 mL) at room temperature, was added 4.5 eq K2CO3 (4.0M, 18 mL, 73.3 mmol) in water and 4.0 eq lodoethane (5.26 mL, 65.2 mmol). The reaction mixture was stirred overnight, and heated to reflux for 6 hrs. The product was crystallized out of the solution, and filtered. The crude product was recrystallized from hexane to provide ethyl 4-(4-bromophenyl) phenyl ether (4.1 g, 91%) as an white crystal. Starting materials: CCC(=O)Cl, Cl, COc1cc(OCC2CC2)c(-c2ncnc3c(C(=O)NC4CCNC4)c[nH]c23)cc1F. The product is CCC(=O)N1CCC(NC(=O)c2c[nH]c3c(-c4cc(F)c(OC)cc4OCC4CC4)ncnc23)C1. Reaction SMILES: [C:33]([CH2:34][CH3:35])(=[O:36])[Cl:37].[ClH:1].[NH:2]1[CH2:3][CH:4]([NH:7][C:8](=[O:9])[c:10]2[cH:11][nH:12][c:13]3[c:14]2[n:15][cH:16][n:17][c:18]3-[c:19]2[c:20]([O:28][CH2:29][CH:30]3[CH2:31][CH2:32]3)[cH:21][c:22]([O:26][CH3:27])[c:23]([F:25])[cH:24]2)[CH2:5][CH2:6]1>>[N:2]1([C:33]([CH2:34][CH3:35])=[O:36])[CH2:3][CH:4]([NH:7][C:8](=[O:9])[c:10]2[cH:11][nH:12][c:13]3[c:14]2[n:15][cH:16][n:17][c:18]3-[c:19]2[c:20]([O:28][CH2:29][CH:30]3[CH2:31][CH2:32]3)[cH:21][c:22]([O:26][CH3:27])[c:23]([F:25])[cH:24]2)[CH2:5][CH2:6]1.